Dataset: the Open Reaction Database (ORD), a public repository of structured organic reaction records. Task: describe an organic reaction: reactants, conditions, products, and yield Reactants: ice, C[O-].[Na+] (sodium methoxide), C(=O)OCC (ethyl formate), C1(=CC=CC=C1)CC#N (phenylacetonitrile), ice water. The solvent is C1=CC=CC=C1 (benzene). Reaction conditions: time 30 minute. The product is C(=O)C(C#N)C1=CC=CC=C1 (α-formylphenylacetonitrile). As a reaction SMILES: C[O-].[Na+].[CH:4](OCC)=[O:5].[C:9]1([CH2:15][C:16]#[N:17])[CH:14]=[CH:13][CH:12]=[CH:11][CH:10]=1>C1C=CC=CC=1>[CH:4]([CH:15]([C:9]1[CH:14]=[CH:13][CH:12]=[CH:11][CH:10]=1)[C:16]#[N:17])=[O:5] |f:0.1|. Procedure: To a suspension of sodium methoxide (5.56 g) in benzene (200 ml) is added dropwise with stirring a mixture of ethyl formate (8.14 g) and phenylacetonitrile (11.7 g) under ice cooling. After 30 minutes, the ice bath is taken off. After reacting for 3 hours, ice water is added to the reaction mixture, and the aqueous layer is separated. The organic layer is washed with 0.5 N sodium hydroxide solution (50 ml×3), and the aqueous layer and the washings are combined and adjusted to pH 3-4 with conc. h... Reactants: C(CCl)Cl (EDC), CC=1OC=C(N1)C(=O)O (2-methyl-oxazole-4-carboxylic acid), COC([C@H](CC1=CC=C(C=C1)OC1=C(C(=NC=C1)C)C)NC(=O)[C@H]1NCC=2C=C3C(=CC2C1)OC[C@@H](O3)C3=CC=C(C=C3)OCC3=CC(=C(C=C3)Cl)Cl)=O ((S)-2-({(3S,8S)-3-[4-(3,4-dichloro-benzyloxy)-phenyl]-2,3,6,7,8,9-hexahydro-[1,4]dioxino[2,3-g]isoquinoline-8-carbonyl}-amino)-3-[4-(2,3-dimethyl-pyridin-4-yloxy)-phenyl]-propionic acid methyl ester). Solvent: C(Cl)Cl (DCM). Run at time 40 minute. Yields the product ClC=1C=C(COC2=CC=C(C=C2)[C@@H]2OC=3C(=CC=4C[C@H](N(CC4C3)C(=O)C=3N=C(OC3)C)C(=O)N[C@H](C(=O)O)CC3=CC=C(C=C3)OC3=C(C(=NC=C3)C)C)OC2)C=CC1Cl ((S)-2-{[(3S,8S)-3-[4-(3,4-Dichloro-benzyloxy)-phenyl]-7-(2-methyl-oxazole-4-carbonyl)-2,3,6,7,8,9-hexahydro-[1,4]dioxino[2,3-g]isoquinoline-8-carbonyl]-amino}-3-[4-(2,3-dimethyl-pyridin-4-yloxy)-phenyl]-propionic acid). Reaction SMILES: C(Cl)CCl.[CH3:5][C:6]1[O:7][CH:8]=[C:9]([C:11]([OH:13])=O)[N:10]=1.C[O:15][C:16](=[O:67])[C@@H:17]([NH:34][C:35]([C@@H:37]1[CH2:46][C:45]2[CH:44]=[C:43]3[O:47][CH2:48][C@H:49]([C:51]4[CH:56]=[CH:55][C:54]([O:57][CH2:58][C:59]5[CH:64]=[CH:63][C:62]([Cl:65])=[C:61]([Cl:66])[CH:60]=5)=[CH:53][CH:52]=4)[O:50][C:42]3=[CH:41][C:40]=2[CH2:39][NH:38]1)=[O:36])[CH2:18][C:19]1[CH:24]=[CH:23][C:22]([O:25][C:26]2[CH:31]=[CH:30][N:29]=[C:28]([CH3:32])[C:27]=2[CH3:33])=[CH:21][CH:20]=1>C(Cl)Cl>[Cl:66][C:61]1[CH:60]=[C:59]([CH:64]=[CH:63][C:62]=1[Cl:65])[CH2:58][O:57][C:54]1[CH:55]=[CH:56][C:51]([C@H:49]2[CH2:48][O:47][C:43]3=[CH:44][C:45]4[CH2:46][C@@H:37]([C:35]([NH:34][C@@H:17]([CH2:18][C:19]5[CH:24]=[CH:23][C:22]([O:25][C:26]6[CH:31]=[CH:30][N:29]=[C:28]([CH3:32])[C:27]=6[CH3:33])=[CH:21][CH:20]=5)[C:16]([OH:67])=[O:15])=[O:36])[N:38]([C:11]([C:9]5[N:10]=[C:6]([CH3:5])[O:7][CH:8]=5)=[O:13])[CH2:39][C:40]=4[CH:41]=[C:42]3[O:50]2)=[CH:52][CH:53]=1. Procedure details: EDC (5 eq.) and 2-methyl-oxazole-4-carboxylic acid (10 equiv) were dissolved in DCM and stirred 40 min. To this solution was added (S)-2-({(3S,8S)-3-[4-(3,4-dichloro-benzyloxy)-phenyl]-2,3,6,7,8,9-hexahydro-[1,4]dioxino[2,3-g]isoquinoline-8-carbonyl}-amino)-3-[4-(2,3-dimethyl-pyridin-4-yloxy)-phenyl]-propionic acid methyl ester and stirred for 12 h. The reaction mixture was directly purified over silica (hexanes to 1:1 hexanes EtOAc to 1:1 hexanes EtOAc+1% MeOH to 1:1 hexanes EtOAc+2% MeOH to 1:... The reactants are [Na] (sodium), C(C)(C)OC(C)C (isopropyl ether), CC(=O)C1=C(C=CC=C1OC)OC (2,6-dimethoxyacetophenone), C(C(=O)[O-])(=O)OCC (ethyl oxalate), C[O-].[Na+] (sodium methylate). The solvent is CO (MeOH), CO (MeOH). Reaction conditions: time 8 hour. Yields the product [Na+].COC1=C(C(=CC=C1)OC)C(=CC(C(=O)OC)=O)[O-] (Methyl 4-(2,6-dimethoxyphenyl)-4-oxido-2-oxo-3-butenoate sodium salt). RXN SMILES: [CH3:1][C:2]([C:4]1[C:9]([O:10][CH3:11])=[CH:8][CH:7]=[CH:6][C:5]=1[O:12][CH3:13])=[O:3].[C:14]([O:19][CH2:20]C)(=[O:18])[C:15]([O-])=[O:16].C[O-].[Na+:24].[Na].C(OC(C)C)(C)C>CO>[Na+:24].[CH3:13][O:12][C:5]1[CH:6]=[CH:7][CH:8]=[C:9]([O:10][CH3:11])[C:4]=1[C:2]([O-:3])=[CH:1][C:15](=[O:16])[C:14]([O:19][CH3:20])=[O:18] |f:2.3,7.8,^1:24|. Procedure: A solution of 100 g of 2,6-dimethoxyacetophenone and 7.5 ml of ethyl oxalate in 520 ml of anhydrous MeOH is added slowly to a solution of sodium methylate prepared from 12.7 g of sodium and 285 ml of anhydrous MeOH. The reaction mixture is heated to reflux for 7 hours and left overnight at RT. It is poured into 2 litres of isopropyl ether and left stirring for 15 minutes. The expected product is obtained by filtration, washing with isopropyl ether and drying under vacuum, m=120 g, m.p.=178° C. Starting materials: CN, CC#N, ClC(Cl)Cl, Fc1cc(F)c(F)nc1F. Product: CNc1nc(F)c(F)cc1F. As a reaction SMILES: [CH3:14][NH2:15].[CH3:1][C:2]#[N:3].[CH:16]([Cl:17])([Cl:18])[Cl:19].[F:4][c:5]1[n:6][c:7]([F:13])[c:8]([F:12])[cH:9][c:10]1[F:11]>>[CH3:2][NH:3][c:7]1[n:6][c:5]([F:4])[c:10]([F:11])[cH:9][c:8]1[F:12]. Reactants: COCOC=1C=C(C=O)C=CC1 (3-methoxymethoxybenzaldehyde), [Li]CCCC (n-BuLi), OC=1C=C(C=O)C=CC1 (3-hydroxybenzaldehyde), COCCl (methoxymethyl chloride), [H-].[Na+] (NaH). The reagents and catalysts are [Br-].C(C)[P+](C1=CC=CC=C1)(C1=CC=CC=C1)C1=CC=CC=C1 ((ethyl)triphenylphosphonium bromide), C(=O)([O-])[O-].[O-]S(=O)(=O)[O-].[Na+].[Na+].[Cu+2] (burgundy mixture). Solvent: C1CCOC1 (THF), C1CCOC1 (THF), CN(C)C=O (DMF). Conditions: temperature 0 celsius, time 15 minute. Product: COCOC1=CC(=CC=C1)C=CC (1-(methoxymethoxy)-3-(1-propenyl)benzene). Yield: 82.0%. As a reaction SMILES: O[C:2]1C=C(C=C[CH:9]=1)C=O.COCCl.[H-].[Na+].[Li]CCCC.[CH3:21][O:22][CH2:23][O:24][C:25]1[CH:26]=[C:27]([CH:30]=[CH:31][CH:32]=1)[CH:28]=O>CN(C=O)C.[Br-].C([P+](C1C=CC=CC=1)(C1C=CC=CC=1)C1C=CC=CC=1)C.C1COCC1.C([O-])([O-])=O.[O-]S([O-])(=O)=O.[Na+].[Na+].[Cu+2]>[CH3:21][O:22][CH2:23][O:24][C:25]1[CH:32]=[CH:31][CH:30]=[C:27]([CH:28]=[CH:2][CH3:9])[CH:26]=1 |f:2.3,7.8,10.11.12.13.14|. Procedure details: To a solution of 3-hydroxybenzaldehyde (11.0 g, 90.1 mmol) in DMF (110 mL) at 0° C. was added methoxymethyl chloride (7.5 mL, 99.1 mmol) followed by NaH (99.1 mmol, 3.96 g, 60% dispersion in oil) in three portions (violent deprotonationl). The mixture was stirred at 0° C. for 15 min and then at room temperature for 15 h. The reaction was quenched with water and more water was added until all the precipitate dissolved. The solution was extracted in ether (2×150 mL) with water (50 mL), then with s...